This data is from the Open Reaction Database (ORD), a public repository of structured organic reaction records. The task is: describe an organic reaction: reactants, conditions, products, and yield The reactants are C1C(CC2=CC=CC=C12)=O (2-indanone), C(#N)CC(=O)OCC (ethyl cyanoacetate). Product: C(#N)C(C(=O)OCC)=C1CC2=CC=CC=C2C1 (Cyanoindan-2-ylidene acetic acid, ethyl ester). As a reaction SMILES: [CH2:1]1[C:9]2[C:4](=[CH:5][CH:6]=[CH:7][CH:8]=2)[CH2:3][C:2]1=O.[C:11]([CH2:13][C:14]([O:16][CH2:17][CH3:18])=[O:15])#[N:12]>>[C:11]([C:13](=[C:2]1[CH2:3][C:4]2[C:9](=[CH:8][CH:7]=[CH:6][CH:5]=2)[CH2:1]1)[C:14]([O:16][CH2:17][CH3:18])=[O:15])#[N:12]. Reported procedure: Prepared from 2-indanone and ethyl cyanoacetate according to a procedure identical to that used in Stage A of Example 15. The reactants are CC(=O)OC(C)=O, NC(=O)NC1CCC(O)c2sccc21, c1ccncc1. Yields the product CC(=O)OC1CCC(NC(N)=O)c2ccsc21. RXN SMILES: [CH3:15][C:16](=[O:17])[O:18][C:19](=[O:20])[CH3:21].[OH:1][CH:2]1[CH2:3][CH2:4][CH:5]([NH:11][C:12](=[O:13])[NH2:14])[c:6]2[c:7]1[s:8][cH:9][cH:10]2.[cH:22]1[cH:23][cH:24][n:25][cH:26][cH:27]1>>[O:1]([CH:2]1[CH2:3][CH2:4][CH:5]([NH:11][C:12](=[O:13])[NH2:14])[c:6]2[c:7]1[s:8][cH:9][cH:10]2)[C:16]([CH3:15])=[O:17]. The reactants are BrC1=CC=C(C=C1)OC (4-Bromoanisole), [Mg] (magnesium), ClP(C1=CC=CC=C1)(Cl)=O (Dichlorophenylphosphine oxide). Reagents/catalysts: BrCCBr (1,2-dibromoethane). Run in O1CCCC1 (tetrahydrofuran). Conditions: temperature 70 celsius. Product: COC1=CC=C(C=C1)P(C1=CC=CC=C1)(C1=CC=C(C=C1)OC)=O (bis(4-methoxyphenyl)phenylphosphine oxide). The yield is 92.6%. RXN SMILES: [Mg].Br[C:3]1[CH:8]=[CH:7][C:6]([O:9][CH3:10])=[CH:5][CH:4]=1.Cl[P:12](=[O:20])(Cl)[C:13]1[CH:18]=[CH:17][CH:16]=[CH:15][CH:14]=1>BrCCBr.O1CCCC1>[CH3:10][O:9][C:6]1[CH:7]=[CH:8][C:3]([P:12](=[O:20])([C:3]2[CH:8]=[CH:7][C:6]([O:9][CH3:10])=[CH:5][CH:4]=2)[C:13]2[CH:18]=[CH:17][CH:16]=[CH:15][CH:14]=2)=[CH:4][CH:5]=1. Procedure: A slurry of magnesium (133.7 g, 5.50 mol), tetrahydrofuran (988 g), and 1,2-dibromoethane (0.1 g, 0.5 mmol) was refluxed for 20 min. under a blanket of nitrogen. 4-Bromoanisole (1002 g, 5.357 mol) was added by drop over 6 h at a rate to maintain 70° C. The reaction mixture was heated for an additional hour. Dichlorophenylphosphine oxide (479.4 g, 2.459 mol) was added by drop to maintain a temperature of 35° C. over 5 h. The reaction mixture was worked up to give bis(4-methoxyphenyl)phenylphosphi... The reactants are C1(CCCCCC1)=NO (cycloheptanone oxime), CC1=CC=C(C=C1)C1CCN(CC1)CCCC(=O)OCC (ethyl 4-(4-(4-methylphenyl)piperidin-1-yl)-n-butyrate). Product: CC1=CC=C(C=C1)C1CCN(CC1)CCCC1=C2C(=NO1)CCCCC2 (3-(3-(4-(4-methylphenyl)piperidin-1-yl)propyl)-5,6,7,8-tetrahydro-4H-cyclohepta[c]isoxazole). As a reaction SMILES: [C:1]1(=[N:8][OH:9])[CH2:7][CH2:6][CH2:5][CH2:4][CH2:3][CH2:2]1.[CH3:10][C:11]1[CH:16]=[CH:15][C:14]([CH:17]2[CH2:22][CH2:21][N:20]([CH2:23][CH2:24][CH2:25][C:26](OCC)=O)[CH2:19][CH2:18]2)=[CH:13][CH:12]=1>>[CH3:10][C:11]1[CH:12]=[CH:13][C:14]([CH:17]2[CH2:22][CH2:21][N:20]([CH2:23][CH2:24][CH2:25][C:26]3[O:9][N:8]=[C:1]4[CH2:7][CH2:6][CH2:5][CH2:4][CH2:3][C:2]=34)[CH2:19][CH2:18]2)=[CH:15][CH:16]=1. Reported procedure: By the same reaction and treatment as in Example 48 using cycloheptanone oxime and ethyl 4-(4-(4-methylphenyl)piperidin-1-yl)-n-butyrate, 3-(3-(4-(4-methylphenyl)piperidin-1-yl)propyl)-5,6,7,8-tetrahydro-4H-cyclohepta[c]isoxazole is obtained. Reactants: C(Cl)Cl (CH2Cl2), C(=O)([O-])[O-].[Na+].[Na+] (Na2CO3), C(C1=CC=CC=C1)C1(N2C(C3=CC=CC=C13)=NC=C2)C2=CC=C(C=C2)Br (5-benzyl-5-(4-bromophenyl)-5H-imidazo[2,1-a]isoindole), N1=CC(=CC=C1)B(O)O (3-pyridylboronic acid). The reagents and catalysts are C1=CC=C(C=C1)P([C-]2C=CC=C2)C3=CC=CC=C3.C1=CC=C(C=C1)P([C-]2C=CC=C2)C3=CC=CC=C3.Cl[Pd]Cl.[Fe+2] (PdCl2(dppf)). Run in C1CCOC1 (THF), CCOC(=O)C (EtOAc). Reaction conditions: temperature 150 celsius. The product is C(C1=CC=CC=C1)C1(N2C(C3=CC=CC=C13)=NC=C2)C2=CC=C(C=C2)C=2C=NC=CC2 (5-benzyl-5-(4-pyridin-3-ylphenyl)-5H-imidazo[2,1-a]isoindole). RXN SMILES: [CH2:1]([C:8]1([C:20]2[CH:25]=[CH:24][C:23](Br)=[CH:22][CH:21]=2)[C:16]2[C:11](=[CH:12][CH:13]=[CH:14][CH:15]=2)[C:10]2=[N:17][CH:18]=[CH:19][N:9]12)[C:2]1[CH:7]=[CH:6][CH:5]=[CH:4][CH:3]=1.[N:27]1[CH:32]=[CH:31][CH:30]=[C:29](B(O)O)[CH:28]=1.C(Cl)Cl.C([O-])([O-])=O.[Na+].[Na+]>CCOC(C)=O.C1C=CC(P(C2C=CC=CC=2)[C-]2C=CC=C2)=CC=1.C1C=CC(P(C2C=CC=CC=2)[C-]2C=CC=C2)=CC=1.Cl[Pd]Cl.[Fe+2].C1COCC1>[CH2:1]([C:8]1([C:20]2[CH:25]=[CH:24][C:23]([C:29]3[CH:28]=[N:27][CH:32]=[CH:31][CH:30]=3)=[CH:22][CH:21]=2)[C:16]2[C:11](=[CH:12][CH:13]=[CH:14][CH:15]=2)[C:10]2=[N:17][CH:18]=[CH:19][N:9]12)[C:2]1[CH:7]=[CH:6][CH:5]=[CH:4][CH:3]=1 |f:3.4.5,7.8.9.10|. Procedure details: To a mixture of 5-benzyl-5-(4-bromophenyl)-5H-imidazo[2,1-a]isoindole (30 mg), 3-pyridylboronic acid (18 mg) and [PdCl2(dppf)].CH2Cl2 (6 mg) was added THF (2 mL) followed by aqueous Na2CO3 (0.112 mL, 2 M). The reaction vessel was then sealed and heated at 150° C. under microwave irradiation for 20 minutes. The reaction mixture was then diluted with EtOAc and the organic layer was collected and concentrated. Purification by reversed phase HPLC (21×100 mm Phenomenex Gemini, 5-40% MeCN/water contai... Starting materials: C(C1=CC=CC=C1)Br (Benzyl bromide), C(C)OC=1C(=CC=2CC[C@H]3[C@@H]4CC[C@@H]([C@@]4(C)CC[C@@H]3C2C1)O)O (2-ethoxy estra-1,3,5(10)-trien-3,17β-diol), C([O-])([O-])=O.[K+].[K+] (potassium carbonate). The solvent is C(C)O (ethanol). Conditions: temperature 100 celsius, time 7.5 hour. Product: C(C)OC=1C(=CC=2CC[C@H]3[C@@H]4CC[C@@H]([C@@]4(C)CC[C@@H]3C2C1)O)OCC1=CC=CC=C1 (2-Ethoxy-3-Benzyloxy-Estra-1,3,5(10)-Triene-17β-Ol). Isolated yield 109.7%. RXN SMILES: [CH2:1](Br)[C:2]1[CH:7]=[CH:6][CH:5]=[CH:4][CH:3]=1.[CH2:9]([O:11][C:12]1[C:13]([OH:31])=[CH:14][C:15]2[CH2:16][CH2:17][C@@H:18]3[C@@H:27]([C:28]=2[CH:29]=1)[CH2:26][CH2:25][C@@:23]1([CH3:24])[C@H:19]3[CH2:20][CH2:21][C@@H:22]1[OH:30])[CH3:10].C(=O)([O-])[O-].[K+].[K+]>C(O)C>[CH2:9]([O:11][C:12]1[C:13]([O:31][CH2:1][C:2]2[CH:7]=[CH:6][CH:5]=[CH:4][CH:3]=2)=[CH:14][C:15]2[CH2:16][CH2:17][C@@H:18]3[C@@H:27]([C:28]=2[CH:29]=1)[CH2:26][CH2:25][C@@:23]1([CH3:24])[C@H:19]3[CH2:20][CH2:21][C@@H:22]1[OH:30])[CH3:10] |f:2.3.4|. Reported procedure: Benzyl bromide (4.5 g, 38 mmol) was added to a suspension of 2-ethoxy-β-estra-3,17β-diol (2) (4.5 g, 13 mmol) and potassium carbonate (8.6 g, 62 mmol) in anhydrous ethanol (100 mL) under argon atmosphere at 0° C. The resulting mixture was stirred at 100±5° C. for 7-8 h. The solvent was evaporated under reduced pressure and the residue was diluted with water, and the mixture was extracted with ethyl acetate (3×200 mL). The combined organic solution was washed with water (100 mL), sodium bicarbona... Starting materials: C1(=CC=CC=C1)NC(=O)NC1=NN(C=C1C(=O)OCC)C(=O)OC(C)(C)C (N-phenyl-N'-(1-tert-butoxycarbonyl-4-ethoxycarbonylpyrazol-3-yl)urea), Example 1, C1(=CC=CC=C1)NC(=O)NC1=NN(C=C1C(=O)OCC)C(=O)OC(C)(C)C (N-phenyl-N'-(1-tertbutoxycarbonyl-4-ethoxycarbonylpyrazol-3-yl)urea). Solvent: FC(C(=O)O)(F)F (trifluoroacetic acid), ClCCl (dichloromethane). Reaction conditions: time 8 hour. Product: C1(=CC=CC=C1)NC(=O)NC1=NNC=C1C(=O)OCC (N-phenyl-N'-(4-ethoxycarbonylpyrazol-3-yl)urea). Yield: 83.0%. RXN SMILES: [C:1]1([NH:7][C:8]([NH:10][C:11]2[C:15]([C:16]([O:18][CH2:19][CH3:20])=[O:17])=[CH:14][N:13](C(OC(C)(C)C)=O)[N:12]=2)=[O:9])[CH:6]=[CH:5][CH:4]=[CH:3][CH:2]=1>FC(F)(F)C(O)=O.ClCCl>[C:1]1([NH:7][C:8]([NH:10][C:11]2[C:15]([C:16]([O:18][CH2:19][CH3:20])=[O:17])=[CH:14][NH:13][N:12]=2)=[O:9])[CH:6]=[CH:5][CH:4]=[CH:3][CH:2]=1. Procedure details: To a solution of 3-amino-4-ethoxycarbonylpyrazole (1.0 g) in THF (10 ml), was added di-tert-butyl dicarbonate (2.2 g), and the mixture was stirred overnight at room temperature. The reaction mixture was evaporated under reduced pressure followed by silica-gel column chromatography (toluene/ethyl acetate=15/1) to give 3-amino-1(tert-butoxycarbonyl)-4-ethoxycarbonylpyrazole (0.59 g). This intermediate was derived to N-phenyl-N'-(1-tert-butoxycarbonyl-4-ethoxycarbonylpyrazol-3-yl)urea by the simila... The reactants are BrCCCCCN1S(N(C2=C1C=CC=C2)C2=C(C=CC=C2)F)(=O)=O (1-(5-bromopentyl)-3-(2-fluorophenyl)-1,3-dihydro-2,1,3-benzothiadiazole 2,2-dioxide), CC1NC(CNC1)C (2,6-Dimethyl-piperazine). Product: CC1CN(CC(N1)C)CCCCCN1S(N(C2=C1C=CC=C2)C2=C(C=CC=C2)F)(=O)=O (1-[5-(3,5-dimethylpiperazin-1-yl)pentyl]-3-(2-fluorophenyl)-1,3-dihydro-2,1,3-benzothiadiazole 2,2-dioxide). Yield: 99.5%. As a reaction SMILES: Br[CH2:2][CH2:3][CH2:4][CH2:5][CH2:6][N:7]1[C:11]2[CH:12]=[CH:13][CH:14]=[CH:15][C:10]=2[N:9]([C:16]2[CH:21]=[CH:20][CH:19]=[CH:18][C:17]=2[F:22])[S:8]1(=[O:24])=[O:23].[CH3:25][CH:26]1[CH2:31][NH:30][CH2:29][CH:28]([CH3:32])[NH:27]1>>[CH3:25][CH:26]1[NH:27][CH:28]([CH3:32])[CH2:29][N:30]([CH2:2][CH2:3][CH2:4][CH2:5][CH2:6][N:7]2[C:11]3[CH:12]=[CH:13][CH:14]=[CH:15][C:10]=3[N:9]([C:16]3[CH:21]=[CH:20][CH:19]=[CH:18][C:17]=3[F:22])[S:8]2(=[O:24])=[O:23])[CH2:31]1. Procedure: In an analogous manner as described in general procedure V, 1-(5-bromopentyl)-3-(2-fluorophenyl)-1,3-dihydro-2,1,3-benzothiadiazole 2,2-dioxide (0.07 g, 0.18 mmol) was treated with 2,6-Dimethyl-piperazine (0.06 g, 0.54 mmol) to provide 0.08 g (88%) of 1-[5-(3,5-dimethylpiperazin-1-yl)pentyl]-3-(2-fluorophenyl)-1,3-dihydro-2,1,3-benzothiadiazole 2,2-dioxide. MS (ES) m/z 447.0;